Dataset: the Open Reaction Database (ORD), a public repository of structured organic reaction records. Task: describe an organic reaction: reactants, conditions, products, and yield The reactants are O (Water), NC=1OC2=C(N1)C=C(C=C2)Cl (2-amino-5-chlorobenzoxazole), N1=CC=CC=C1 (pyridine), ClC(=O)OCC(Cl)(Cl)Cl (2,2,2-trichloroethyl chloroformate). Solvent: O1CCCC1 (tetrahydrofuran). Yields the product ClC=1C=CC2=C(N=C(O2)NC(OCC(Cl)(Cl)Cl)=O)C1 (2,2,2-Trichloroethyl (5-chloro-1,3-benzoxazol-2-yl)carbamate). RXN SMILES: [NH2:1][C:2]1[O:3][C:4]2[CH:10]=[CH:9][C:8]([Cl:11])=[CH:7][C:5]=2[N:6]=1.N1C=CC=CC=1.Cl[C:19]([O:21][CH2:22][C:23]([Cl:26])([Cl:25])[Cl:24])=[O:20].O>O1CCCC1>[Cl:11][C:8]1[CH:9]=[CH:10][C:4]2[O:3][C:2]([NH:1][C:19](=[O:20])[O:21][CH2:22][C:23]([Cl:26])([Cl:25])[Cl:24])=[N:6][C:5]=2[CH:7]=1. Procedure: To a solution of 2-amino-5-chlorobenzoxazole (1.00 g, 5.39 mmol) and pyridine (0.564 ml, 7.12 mmol) in tetrahydrofuran (20 ml) was added, under ice-cooling, 2,2,2-trichloroethyl chloroformate (0.850 ml, 7.12 mmol), and the mixture was stirred at room temperature for 2 hours and half. Water was poured to the reaction mixture, and the resulting solution was extracted with ethyl acetate. The extract was washed with water and dried over anhydrous magnesium sulfate, and the solvent was distilled off ... Procedure details: Reaction was carried out on a scale of ten times that of Example 6. In a nitrogen atmosphere, a solution of 0.681 g (0.018 mole) of sodium borohydride in 9.44 g of dimethylformamide was added dropwise at -20° C. to a suspension of 3.38 g (0.018 mole) of (+)-norephedrine hydrochloride in 62.8 g of 1,2-dichloroethane, and the temperature of the resulting mixture was raised from -20° C. to room temperature over 2 hours. Thereafter, a solution of 3.89 g (0.012 mole) of (E)-1-(2,4-dichlorophenyl)-2-(... Yield: 99.4%. Starting materials: [BH4-].[Na+] (sodium borohydride), (+)-norephedrine hydrochloride, ClC1=C(C=CC(=C1)Cl)\C=C(/C(C(C)(C)C)=O)\N1N=CN=C1 ((E)-1-(2,4-dichlorophenyl)-2-(1,2,4-triazol-1-yl)-4,4-dimethyl-1-penten-3-one), Cl (hydrochloric acid), O (water). As a reaction SMILES: [BH4-].[Na+].[Cl:3][C:4]1[CH:9]=[C:8]([Cl:10])[CH:7]=[CH:6][C:5]=1/[CH:11]=[C:12](/[N:19]1[CH:23]=[N:22][CH:21]=[N:20]1)\[C:13](=[O:18])[C:14]([CH3:17])([CH3:16])[CH3:15].Cl.O>CN(C)C=O.ClCCCl>[Cl:3][C:4]1[CH:9]=[C:8]([Cl:10])[CH:7]=[CH:6][C:5]=1/[CH:11]=[C:12](/[N:19]1[CH:23]=[N:22][CH:21]=[N:20]1)\[CH:13]([OH:18])[C:14]([CH3:15])([CH3:16])[CH3:17] |f:0.1|. Solvent: CN(C=O)C (dimethylformamide), ClCCCl (1,2-dichloroethane), ClCCCl (1,2-dichloroethane). Reaction conditions: time 21 hour. Yields the product ClC1=C(C=CC(=C1)Cl)\C=C(/C(C(C)(C)C)O)\N1N=CN=C1 ((-)-(E)-1-(2,4-dichlorophenyl)-2-(1,2,4-triazol-1-yl)-4,4-dimethyl-1-penten-3-ol). Reactants: [Al+3], CCOC(C)=O, CCCCCCCCCCCCS, COc1ccccc1C(=O)c1ccccc1SC, CCCCCC, [Cl-], [Cl-], [Cl-], O. Yields the product CSc1ccccc1C(=O)c1ccccc1O. As a reaction SMILES: [Al+3:20].[C:37]([O:38][CH2:39][CH3:40])(=[O:41])[CH3:42].[CH2:23]([SH:24])[CH2:25][CH2:26][CH2:27][CH2:28][CH2:29][CH2:30][CH2:31][CH2:32][CH2:33][CH2:34][CH3:35].[CH3:1][O:2][c:3]1[c:4]([C:9](=[O:10])[c:11]2[c:12]([S:17][CH3:18])[cH:13][cH:14][cH:15][cH:16]2)[cH:5][cH:6][cH:7][cH:8]1.[CH3:43][CH2:44][CH2:45][CH2:46][CH2:47][CH3:48].[Cl-:19].[Cl-:21].[Cl-:22].[OH2:36]>>[OH:2][c:3]1[c:4]([C:9](=[O:10])[c:11]2[c:12]([S:17][CH3:18])[cH:13][cH:14][cH:15][cH:16]2)[cH:5][cH:6][cH:7][cH:8]1.